This data is from the Open Reaction Database (ORD), a public repository of structured organic reaction records. The task is: describe an organic reaction: reactants, conditions, products, and yield As a reaction SMILES: [CH2:30]([Cl:31])[Cl:32].[Cl:1][c:2]1[c:3]2[n:4][cH:5][n:6]([CH:11]3[O:12][CH:13]([CH2:21][OH:22])[CH:14]4[CH:15]3[O:16][C:17]([CH3:19])([CH3:20])[O:18]4)[c:7]2[n:8][cH:9][n:10]1.[Na+:28].[Na+:29].[S:23]([O-:24])([O-:25])(=[O:26])=[S:27]>>[Cl:1][c:2]1[c:3]2[n:4][cH:5][n:6]([CH:11]3[O:12][CH:13]([CH:21]=[O:22])[CH:14]4[CH:15]3[O:16][C:17]([CH3:19])([CH3:20])[O:18]4)[c:7]2[n:8][cH:9][n:10]1. The reactants are ClCCl, CC1(C)OC2C(CO)OC(n3cnc4c(Cl)ncnc43)C2O1, [Na+], [Na+], O=S([O-])([O-])=S. Yields the product CC1(C)OC2C(C=O)OC(n3cnc4c(Cl)ncnc43)C2O1. As a reaction SMILES: [ClH:1].Cl.Cl.C12CCC(CC1)CC2CC(NCCCNCCCN)CC1C[CH:19]2[CH2:21][CH2:22][CH:16]1[CH2:17][CH2:18]2.C12C[CH2:38][CH:35](CC1)[CH2:34][CH:33]2[CH2:40][C:41](=O)[CH2:42][CH:43]1[CH2:48][CH:47]2[CH2:49][CH2:50][CH:44]1[CH2:45][CH2:46]2.[CH2:52]([CH2:55][NH:56][CH2:57][CH2:58][CH2:59][NH2:60])[CH2:53][NH2:54].Cl.Cl.Cl.Cl.C12CCC(CC1)CC2CC(NCCNCCNCCN)CC1CC2CCC1CC2.NCCNCCNCCN.C12CCC(CC1)CC2CCCC(=O)CCCC1CC2CCC1CC2.Cl.Cl.Cl.C12CCC(CC1)CC2C(CC(NCCCNCCCN)CC(C1CC2CCC1CC2)C)C.C12CCC(CC1)CC2C(CC(=O)CC(C1CC2CCC1CC2)C)C>>[ClH:1].[ClH:1].[ClH:1].[CH:44]12[CH2:45][CH2:46][CH:47]([CH2:49][CH2:50]1)[CH2:48][CH:43]2[CH2:42][CH2:41][CH:40]([NH:54][CH2:53][CH2:52][CH2:55][NH:56][CH2:57][CH2:58][CH2:59][NH2:60])[CH2:33][CH2:34][CH:35]1[CH2:38][CH:16]2[CH2:17][CH2:18][CH:19]1[CH2:21][CH2:22]2 |f:0.1.2.3,6.7.8.9.10,13.14.15.16,18.19.20.21|. Reactants: Cl.Cl.Cl.C12C(CC(CC1)CC2)CC(CC2C1CCC(C2)CC1)NCCCNCCCN (1-[1,3-di-(bicyclo[2.2.2]oct-2-yl)-2-propyl]-1,5,9-triazanonane trihydrochloride), Cl.Cl.Cl.Cl.C12C(CC(CC1)CC2)CC(CC2C1CCC(C2)CC1)NCCNCCNCCN (1-[1,3-di-(bicyclo[2.2.2]oct-2-yl)-2-propyl]-1,4,7,10-tetraazadecane tetrahydrochloride), Cl.Cl.Cl.C12C(CC(CC1)CC2)C(C)CC(CC(C)C2C1CCC(C2)CC1)NCCCNCCCN (1-[2,6-di-(bicyclo[2.2.2]oct-2-yl)-4-heptyl]-1,5,9-triazanonane trihydrochloride), C(CN)CNCCCN (3,3'-iminobispropylamine), C12C(CC(CC1)CC2)CC(CC2C1CCC(C2)CC1)=O (1,3-di-(bicyclo[2.2.2]oct-2-yl)-2-propanone), C12C(CC(CC1)CC2)CCCC(CCCC2C1CCC(C2)CC1)=O (1,7-di-(bicyclo[2.2.2]oct-2-yl)-4-heptanone), C12C(CC(CC1)CC2)C(C)CC(CC(C)C2C1CCC(C2)CC1)=O (2,6-di-(bicyclo[2.2.2]oct-2-yl)-4-heptanone), C(CN)CNCCCN (3,3'-iminobispropylamine), 1,7-di-(bicyclo[2.2.2-oct-2-yl)-4-heptyl]-1,5,9-triazanonane trihydrochloride, C12C(CC(CC1)CC2)CC(CC2C1CCC(C2)CC1)=O (1,3-di-(bicyclo[2.2.2]oct-2-yl)-2-propanone), C(CN)CNCCCN (3,3'-iminobispropylamine), NCCNCCNCCN (triethylenetetramine). Procedure details: Also prepared by this method in an analogous manner regarding molar quantities and reaction conditions are 1-[1,3-di-(bicyclo[2.2.2]oct-2-yl)-2-propyl]-1,5,9-triazanonane trihydrochloride from 1,3-di-(bicyclo[2.2.2]oct-2-yl)-2-propanone and 3,3'-iminobispropylamine; 1-[1,3-di-(bicyclo[2.2.2]oct-2-yl)-2-propyl]-1,4,7,10-tetraazadecane tetrahydrochloride from 1,3-di-(bicyclo[2.2.2]oct-2-yl)-2-propanone and triethylenetetramine; 1-[1,7-di-(bicyclo[2.2.2-oct-2-yl)-4-heptyl]-1,5,9-triazanonane trihyd... The product is Cl.Cl.Cl.C12C(CC(CC1)CC2)CCC(CCC2C1CCC(C2)CC1)NCCCNCCCN (1-[1,5-Di-(bicyclo[2.2.2]oct-2-yl)-3-pentyl]-1,5,9-triazanonane Trihydrochloride). Starting materials: BrC=1C=C(C=CC1F)C(C(=O)C1=CN(C(=C1)S(=O)(=O)C)CC)=O (1-(3-bromo-4-fluoro-phenyl)-2-(1-ethyl-5-methanesulfonyl-1H-pyrrol-3-yl)-ethane-1,2-dione), Cl.CNC(=N)N (N-methylguanidine hydrochloride), C(=O)([O-])[O-].[Na+].[Na+] (Na2CO3). Run in O1CCOCC1 (dioxane), CCO (EtOH). Run at temperature 105 celsius. The product is NC1=NC(C(N1C)=O)(C1=CN(C(=C1)S(=O)(=O)C)CC)C1=CC(=C(C=C1)Br)F (2-Amino-5-(4-bromo-3-fluoro-phenyl)-5-(1-ethyl-5-methanesulfonyl-1H-pyrrol-3-yl)-3-methyl-3,5-dihydro-imidazol-4-one). RXN SMILES: [Br:1][C:2]1[CH:3]=[C:4]([C:9](=O)[C:10]([C:12]2[CH:16]=[C:15]([S:17]([CH3:20])(=[O:19])=[O:18])[N:14]([CH2:21][CH3:22])[CH:13]=2)=O)C=[CH:6][C:7]=1[F:8].Cl.[CH3:25][NH:26][C:27]([NH2:29])=[NH:28].[C:30]([O-:33])([O-])=O.[Na+].[Na+]>O1CCOCC1.CCO>[NH2:29][C:27]1[N:26]([CH3:25])[C:30](=[O:33])[C:10]([C:9]2[CH:4]=[CH:3][C:2]([Br:1])=[C:7]([F:8])[CH:6]=2)([C:12]2[CH:16]=[C:15]([S:17]([CH3:20])(=[O:18])=[O:19])[N:14]([CH2:21][CH3:22])[CH:13]=2)[N:28]=1 |f:1.2,3.4.5|. Reported procedure: A solution of 1-(3-bromo-4-fluoro-phenyl)-2-(1-ethyl-5-methanesulfonyl-1H-pyrrol-3-yl)-ethane-1,2-dione (0.32 g, 0.79 mmol) in dioxane and EtOH was treated with N-methylguanidine hydrochloride (0.17 g, 1.6 mmol) and Na2CO3 (0.18 g, 1.66 mmol), heated to 105° C. for 18 h and concentrated in vacuo. The residue was dissolved in CHCl3, washed with H2O and brine, dried (Na2SO4) and evaporated to dryness at reduced pressure. Chromatography of this residue (silica gel, EtOAc and 1%-2% MeOH-EtOAc as elu... Starting materials: FC(C(=O)O)(F)F (Trifluoroacetic acid), C(=O)(OC(C)(C)C)NC1=CC=C(NC2=NC=NC3=CC(=C(C=C23)OC)OCC(F)(F)F)C=C1 (4-(4-(N-Boc-amino)anilino)-6-methoxy-7-(2,2,2-trifluoroethoxy)quinazoline). Run in ClCCl (dichloromethane). Conditions: time 45 minute. Yields the product NC1=CC=C(NC2=NC=NC3=CC(=C(C=C23)OC)OCCCN2CCOCC2)C=C1 (4-(4-aminoanilino)-6-methoxy-7-(3-morpholinopropoxy)quinazoline). Yield: 234.6%. As a reaction SMILES: F[C:2](F)(F)[C:3]([OH:5])=O.C([NH:15][C:16]1[CH:40]=[CH:39][C:19]([NH:20][C:21]2[C:30]3[C:25](=[CH:26][C:27]([O:33][CH2:34][C:35](F)(F)F)=[C:28]([O:31][CH3:32])[CH:29]=3)[N:24]=[CH:23][N:22]=2)=[CH:18][CH:17]=1)(OC(C)(C)C)=O>ClCCl>[NH2:15][C:16]1[CH:40]=[CH:39][C:19]([NH:20][C:21]2[C:30]3[C:25](=[CH:26][C:27]([O:33][CH2:34][CH2:35][CH2:21][N:20]4[CH2:2][CH2:3][O:5][CH2:18][CH2:19]4)=[C:28]([O:31][CH3:32])[CH:29]=3)[N:24]=[CH:23][N:22]=2)=[CH:18][CH:17]=1. Procedure details: Trifluoroacetic acid (20.0 ml, 260 mmol) was added to a suspension of 4-(4-(N-Boc-amino)anilino)-6-methoxy-7-(2,2,2-trifluoroethoxy)quinazoline (7.50 g, 11.7 mmol) in dichloromethane (80 ml) and the reaction stirred for 45 minutes at ambient temperature. The solvents were removed in vacuo, the residue was suspended in water (50 ml) and saturated aqueous sodium bicarbonate solution was added. The aqueous phase was extracted with ethyl acetate (3×100 ml) and the combined organic layers were washed... The reactants are O=C([O-])[O-], CCOC(=O)CBr, COC(=O)CCCC(=O)c1ccc(OCCCCC=Cc2ccc(OC)cc2)c(O)c1, CN(C)C=O, [Cs+], [Cs+]. The product is CCOC(=O)COc1cc(C(=O)CCCC(=O)OC)ccc1OCCCCC=Cc1ccc(OC)cc1. RXN SMILES: [C:39](=[O:40])([O-:41])[O-:42].[CH2:32]([CH3:33])[O:34][C:35]([CH2:36][Br:37])=[O:38].[CH3:1][O:2][C:3]([CH2:4][CH2:5][CH2:6][C:7](=[O:8])[c:9]1[cH:10][c:11]([OH:30])[c:12]([O:15][CH2:16][CH2:17][CH2:18][CH2:19][CH:20]=[CH:21][c:22]2[cH:23][cH:24][c:25]([O:28][CH3:29])[cH:26][cH:27]2)[cH:13][cH:14]1)=[O:31].[CH3:45][N:46]([CH3:47])[CH:48]=[O:49].[Cs+:43].[Cs+:44]>>[CH3:1][O:2][C:3]([CH2:4][CH2:5][CH2:6][C:7](=[O:8])[c:9]1[cH:10][c:11]([O:30][CH2:36][C:35]([O:34][CH2:32][CH3:33])=[O:38])[c:12]([O:15][CH2:16][CH2:17][CH2:18][CH2:19][CH:20]=[CH:21][c:22]2[cH:23][cH:24][c:25]([O:28][CH3:29])[cH:26][cH:27]2)[cH:13][cH:14]1)=[O:31]. The reactants are N(=C=O)C(C(=O)OCC)C=1SC=CC1 (α-isocyanato-2-thiopheneacetic acid, ethyl ester), CN(N)C (N,N-dimethylhydrazine), C(Cl)Cl (methylene chloride). Solvent: C(C)(=O)O (acetic acid). Run at time 30 minute. The product is CN(NC(=O)NC(C(=O)O)C=1SC=CC1)C (α-dimethylhydrazinocarbonylamino-2-thiopheneacetic acid). Reaction SMILES: [N:1]([CH:4]([C:10]1[S:11][CH:12]=[CH:13][CH:14]=1)[C:5]([O:7]CC)=[O:6])=[C:2]=[O:3].[CH3:15][N:16]([CH3:18])[NH2:17].C(Cl)Cl>C(O)(=O)C>[CH3:15][N:16]([CH3:18])[NH:17][C:2]([NH:1][CH:4]([C:10]1[S:11][CH:12]=[CH:13][CH:14]=1)[C:5]([OH:7])=[O:6])=[O:3]. Reported procedure: A solution of 4.2 g. (0.02 mole) of DL-α-isocyanato-2-thiopheneacetic acid, ethyl ester and 1.2 g. (0.02 mole) of N,N-dimethylhydrazine in 80 ml. of methylene chloride is stirred overnight. The solution is concentrated and to the syrupy residue are added 10 ml. of 2N sodium hydroxide solution. After stirring for 30 minutes, a clear yellow solution results. By the addition of acetic acid, 3.9 g. of α-dimethylhydrazinocarbonylamino-2-thiopheneacetic acid are obtained, m.p. 208°-210°.